This data is from the Open Reaction Database (ORD), a public repository of structured organic reaction records. The task is: describe an organic reaction: reactants, conditions, products, and yield The yield is 25.2%. Procedure: 3,4-Diaminopyridine (4 g, 36.6 mmol) was suspended in anhydrous pyridine (100 ml), and S,S'-dimethyl N-cyanodithioiminocarbonate (8.0 g, 55.0 mmol) was added thereto. The mixture was stirred at room temperature for 4 days. The resulting powder was collected from the reaction mixture by filtration, and washed with ether (100 ml) to obtain crude crystals. The crystals were purified by recrystallization from methanol-ether to obtain 1.91 g of the intended product as a white powder (yield: 58%). On ... Reaction SMILES: [NH2:1][C:2]1[CH:3]=[N:4][CH:5]=[CH:6][C:7]=1[NH2:8].[CH3:9][S:10][C:11](SC)=[N:12][C:13]#[N:14]>N1C=CC=CC=1>[CH3:9][S:10][C:11](=[N:12][C:13]#[N:14])[NH:1][C:2]1[CH:3]=[N:4][CH:5]=[CH:6][C:7]=1[NH2:8]. Product: CSC(NC=1C=NC=CC1N)=NC#N (S-methyl-N-(4-amino-3-pyridyl)-N'-cyanoisothiourea). Reactants: NC=1C=NC=CC1N (3,4-Diaminopyridine), CSC(=NC#N)SC (S,S'-dimethyl N-cyanodithioiminocarbonate). Run in N1=CC=CC=C1 (pyridine). Conditions: time 4 day. Starting materials: CCOC(=O)c1c(O)c2c(CC)nc(CC)cc2[nH]c1=O, Cl, C1COCCO1, O. The product is CCc1cc2[nH]c(=O)cc(O)c2c(CC)n1. RXN SMILES: [CH2:1]([CH3:2])[c:3]1[c:4]2[c:5]([OH:21])[c:6]([C:16]([O:17][CH2:18][CH3:19])=[O:20])[c:7](=[O:15])[nH:8][c:9]2[cH:10][c:11]([CH2:13][CH3:14])[n:12]1.[ClH:29].[O:23]1[CH2:24][CH2:25][O:26][CH2:27][CH2:28]1.[OH2:22]>>[CH2:1]([CH3:2])[c:3]1[c:4]2[c:5]([OH:21])[cH:6][c:7](=[O:15])[nH:8][c:9]2[cH:10][c:11]([CH2:13][CH3:14])[n:12]1. Reactants: C(=O)N1C(CC(CC1C(=O)OCC)=C)C(=O)OCC (Diethyl 1-formyl-4-methylene-2,6-piperidine dicarboxylate). Solvent: C1CCCCC1.C(C)(=O)OCC (cyclohexane ethyl acetate). The product is C(=O)N1C(CC(CC1C(=O)O)=C)C(=O)O (1-formyl-4-methylene-2,6-piperidine dicarboxylic acid). The yield is 51.2%. RXN SMILES: [CH:1]([N:3]1[CH:8]([C:9]([O:11]CC)=[O:10])[CH2:7][C:6](=[CH2:14])[CH2:5][CH:4]1[C:15]([O:17]CC)=[O:16])=[O:2]>C1CCCCC1.C(OCC)(=O)C>[CH:1]([N:3]1[CH:8]([C:9]([OH:11])=[O:10])[CH2:7][C:6](=[CH2:14])[CH2:5][CH:4]1[C:15]([OH:17])=[O:16])=[O:2] |f:1.2|. Procedure: Using the procedure of Step D of Example 1, 997 mg of the product of Step C were reacted to obtain 404 mg of the desired product with a Rf=0.2, eluant ethanol-ammonium hydroxide (8-2).